Dataset: the Open Reaction Database (ORD), a public repository of structured organic reaction records. Task: describe an organic reaction: reactants, conditions, products, and yield The reactants are C(CCCCCCCC)O[C@H]1[C@@H](O[C@@H]([C@H]1O)CO)N1C=NC=2C(N)=NC=NC12 (2'-O-Nonyladenosine), C(C1=CC=CC=C1)(=O)Cl (benzoyl chloride). The product is C(CCCCCCCC)O[C@H]1[C@@H](O[C@@H]([C@H]1O)CO)N1C=NC=2C(NC(C3=CC=CC=C3)=O)=NC=NC12 (2'-O-Nonyl-N6 -benzoyladenosine). RXN SMILES: [CH2:1]([O:10][C@@H:11]1[C@H:15]([OH:16])[C@@H:14]([CH2:17][OH:18])[O:13][C@H:12]1[N:19]1[C:28]2[N:27]=[CH:26][N:25]=[C:23]([NH2:24])[C:22]=2[N:21]=[CH:20]1)[CH2:2][CH2:3][CH2:4][CH2:5][CH2:6][CH2:7][CH2:8][CH3:9].[C:29](Cl)(=[O:36])[C:30]1[CH:35]=[CH:34][CH:33]=[CH:32][CH:31]=1>>[CH2:1]([O:10][C@@H:11]1[C@H:15]([OH:16])[C@@H:14]([CH2:17][OH:18])[O:13][C@H:12]1[N:19]1[C:28]2[N:27]=[CH:26][N:25]=[C:23]([NH:24][C:29](=[O:36])[C:30]3[CH:35]=[CH:34][CH:33]=[CH:32][CH:31]=3)[C:22]=2[N:21]=[CH:20]1)[CH2:2][CH2:3][CH2:4][CH2:5][CH2:6][CH2:7][CH2:8][CH3:9]. Procedure: 2'-O-Nonyladenosine was treated with benzoyl chloride in a manner similar to the procedure of B. L. Gaffney and R. A. Jones, Tetrahedron Lett., Vol. 23, p. 2257 (1982). After chromatography on silica gel (ethyl acetate-methanol), the title compound was obtained. Analysis for: C26H35N5O5. Calculated: C, 62.75; H, 7.09; N, 17.07. Found: C, 62.73; H, 14.07; N, 13.87. Reactants: 5α-alkoxymethyl-2β,4α-dihydroxy-cyclopentyl-1β-acetic acid-γ-lactone, benzoyl or p-phenylbenzoyl chloride, C(Cl)(Cl)Cl (CHCl3), acetic-formic, C(CC)(=O)OC(CC)=O (propionic anhydride), CC(=O)OCC1=C2C=CC=CC2=C(C3=CC=CC=C31)COC(=O)C (acetic), methoxy. Solvent: N1=CC=CC=C1 (pyridine). The product is 4α-formate, C(C)(=O)[O-] (acetate), C(CC)(=O)[O-] (propionate), C(C1=CC=CC=C1)(=O)[O-] (benzoate), C1(=CC=CC=C1)C1=CC=C(C(=O)[O-])C=C1 (p-phenylbenzoate). RXN SMILES: [CH3:1][C:2]([O:4][CH2:5][C:6]1[C:19]2[C:14](=CC=C[CH:18]=2)[C:13]([CH2:20][O:21]C(C)=O)=[C:12]2[C:7]=1[CH:8]=[CH:9][CH:10]=[CH:11]2)=[O:3].[C:25]([O:29][C:30](=[O:33])[CH2:31][CH3:32])(=[O:28])[CH2:26][CH3:27].C(Cl)(Cl)Cl>N1C=CC=CC=1>[C:2]([O-:4])(=[O:3])[CH3:1].[C:25]([O-:29])(=[O:28])[CH2:26][CH3:27].[C:20]([O-:21])(=[O:28])[C:13]1[CH:12]=[CH:7][CH:6]=[CH:19][CH:14]=1.[C:7]1([C:6]2[CH:5]=[CH:32][C:31]([C:30]([O-:29])=[O:33])=[CH:18][CH:19]=2)[CH:12]=[CH:11][CH:10]=[CH:9][CH:8]=1. Procedure: Starting from a 5α-alkoxymethyl-2β,4α-dihydroxy-cyclopentyl-1β-acetic acid-γ-lactone, wherein the alkoxy group is a methoxy, benzyloxy and p-methoxybenzyloxy group, esterification in pyridine with 1.3 molar equivalents of both acetic, acetic-formic or propionic anhydride and benzoyl or p-phenylbenzoyl chloride, gave the 4α-formate, acetate, m.p. 76°-77°, [α]D = - 29.5°, [α]365° = - 74°(CHCl3), propionate, benzoate and p-phenylbenzoate.